This data is from the Open Reaction Database (ORD), a public repository of structured organic reaction records. The task is: describe an organic reaction: reactants, conditions, products, and yield Starting materials: [H-].[Na+] (NaH), CS(=O)(=O)OCC(CC=1C(=NC(=CC1)Cl)C=1NC2=CC=CC(=C2C1)F)O (3-(6-chloro-2-(4-fluoro-1H-indol-2-yl)pyridin-3-yl)-2-hydroxypropyl methanesulfonate), O (water). Run in CN(C)C=O (DMF). Conditions: temperature 0 celsius, time 2 hour. Product: ClC1=NC=2C=3N(C(CC2C=C1)CO)C=1C=CC=C(C1C3)F ((2-chloro-11-fluoro-5,6-dihydroindolo[1,2-h][1,7]naphthyridin-6-yl)methanol). The yield is 92.5%. Reaction SMILES: CS([O:5][CH2:6][CH:7](O)[CH2:8][C:9]1[C:10]([C:16]2[NH:17][C:18]3[C:23]([CH:24]=2)=[C:22]([F:25])[CH:21]=[CH:20][CH:19]=3)=[N:11][C:12]([Cl:15])=[CH:13][CH:14]=1)(=O)=O.[H-].[Na+].O>CN(C=O)C>[Cl:15][C:12]1[CH:13]=[CH:14][C:9]2[CH2:8][CH:7]([CH2:6][OH:5])[N:17]3[C:18]4[CH:19]=[CH:20][CH:21]=[C:22]([F:25])[C:23]=4[CH:24]=[C:16]3[C:10]=2[N:11]=1 |f:1.2|. Reported procedure: A solution of 3-(6-chloro-2-(4-fluoro-1H-indol-2-yl)pyridin-3-yl)-2-hydroxypropyl methanesulfonate (100 mg, 0.25 mmol) in DMF (5 mL) was stirred under N2 at 0° C. After NaH (30 mg, 60% in mineral oil, 0.75 mmol) was added, the mixture was stirred at 0° C. for 0.5 h and RT for 2 h. After cooling to 0° C., water was added and the mixture extracted with EtOAc. Then the organic layer was washed with water, brine, dried over Na2SO4 and concentrated on a rotary evaporator. The residue was purified by ... Reactants: IC1=CN(C2=CC=C(C=C12)C1=NOC(=N1)NC(C)C)S(=O)(=O)C1=CC=C(C)C=C1 (3-(3-iodo-1-tosyl-1H-indol-5-yl)-N-isopropyl-1,2,4-oxadiazol-5-amine), C(C)(C)OC1=NC(=CN=C1)[Sn](C)(C)C (2-isopropoxy-6-(trimethylstannyl)pyrazine). The reagents and catalysts are [Cu]I (CuI), C=1C=CC(=CC1)[P](C=2C=CC=CC2)(C=3C=CC=CC3)[Pd]([P](C=4C=CC=CC4)(C=5C=CC=CC5)C=6C=CC=CC6)([P](C=7C=CC=CC7)(C=8C=CC=CC8)C=9C=CC=CC9)[P](C=1C=CC=CC1)(C=1C=CC=CC1)C=1C=CC=CC1 (Pd(PPh3)4). The solvent is CN(C)C=O (DMF). Run at temperature 90 celsius. Yields the product C(C)(C)OC1=CN=CC(=N1)C1=CN(C2=CC=C(C=C12)C1=NOC(=N1)NC(C)C)S(=O)(=O)C1=CC=C(C)C=C1 (3-(3-(6-isopropoxypyrazin-2-yl)-1-tosyl-1H-indol-5-yl)-N-isopropyl-1,2,4-oxadiazol-5-amine). Yield: 43.7%. RXN SMILES: I[C:2]1[C:10]2[C:5](=[CH:6][CH:7]=[C:8]([C:11]3[N:15]=[C:14]([NH:16][CH:17]([CH3:19])[CH3:18])[O:13][N:12]=3)[CH:9]=2)[N:4]([S:20]([C:23]2[CH:29]=[CH:28][C:26]([CH3:27])=[CH:25][CH:24]=2)(=[O:22])=[O:21])[CH:3]=1.[CH:30]([O:33][C:34]1[CH:39]=[N:38][CH:37]=[C:36]([Sn](C)(C)C)[N:35]=1)([CH3:32])[CH3:31]>CN(C=O)C.[Cu]I.C1C=CC([P]([Pd]([P](C2C=CC=CC=2)(C2C=CC=CC=2)C2C=CC=CC=2)([P](C2C=CC=CC=2)(C2C=CC=CC=2)C2C=CC=CC=2)[P](C2C=CC=CC=2)(C2C=CC=CC=2)C2C=CC=CC=2)(C2C=CC=CC=2)C2C=CC=CC=2)=CC=1>[CH:30]([O:33][C:34]1[N:35]=[C:36]([C:2]2[C:10]3[C:5](=[CH:6][CH:7]=[C:8]([C:11]4[N:15]=[C:14]([NH:16][CH:17]([CH3:18])[CH3:19])[O:13][N:12]=4)[CH:9]=3)[N:4]([S:20]([C:23]3[CH:29]=[CH:28][C:26]([CH3:27])=[CH:25][CH:24]=3)(=[O:21])=[O:22])[CH:3]=2)[CH:37]=[N:38][CH:39]=1)([CH3:32])[CH3:31] |^1:54,56,75,94|. Procedure: Argon gas was bubbled through a solution of 3-(3-iodo-1-tosyl-1H-indol-5-yl)-N-isopropyl-1,2,4-oxadiazol-5-amine (450 mg, 0.86 mmol) and 2-isopropoxy-6-(trimethylstannyl)pyrazine (311 mg, 1.03 mmol) in dry DMF (4.5 ml) for 15 min. To the mixture was added CuI (163 mg, 0.86 mmol) and Pd(PPh3)4 (99 mg, 0.086 mmol) and argon gas was further bubbled for additional 15 min. The reaction was heated at 90° C. for 1 h then cooled to RT. The reaction was quenched with ice cold water. The resulting suspens... Starting materials: C(C)(C)(C)OC(=O)N1CC(C(CC1)C1=CC=C(C=C1)OCCCOCC1=C(C=CC=C1)OC)OCC1=CC=C2CCCN(C2=C1)CCCNC ((3RS,4RS)-4-[4-[3-(2-methoxy-benzyloxy)-propoxy]-phenyl]-3-[1-(3-methylamino-propyl)-1,2,3,4-tetrahydro-quinolin-7-ylmethoxy]-piperidine-1-carboxylic acid tert-butyl ester), Cl.CO (HCl methanol). The product is COC1=C(COCCCOC2=CC=C(C=C2)C2C(CNCC2)OCC2=CC=C3CCCN(C3=C2)CCCNC)C=CC=C1 ((3RS,4RS)-[3-[7-[4-[4-[3-(2-methoxy-benzyloxy)-propoxyl]-phenyl]-piperidin-3-yloxymethyl]-3,4-dihydro-2H-quinolin-1-yl]-propyl]-methyl-amine). Reaction SMILES: C(OC([N:8]1[CH2:13][CH2:12][CH:11]([C:14]2[CH:19]=[CH:18][C:17]([O:20][CH2:21][CH2:22][CH2:23][O:24][CH2:25][C:26]3[CH:31]=[CH:30][CH:29]=[CH:28][C:27]=3[O:32][CH3:33])=[CH:16][CH:15]=2)[CH:10]([O:34][CH2:35][C:36]2[CH:45]=[C:44]3[C:39]([CH2:40][CH2:41][CH2:42][N:43]3[CH2:46][CH2:47][CH2:48][NH:49][CH3:50])=[CH:38][CH:37]=2)[CH2:9]1)=O)(C)(C)C.Cl.CO>>[CH3:33][O:32][C:27]1[CH:28]=[CH:29][CH:30]=[CH:31][C:26]=1[CH2:25][O:24][CH2:23][CH2:22][CH2:21][O:20][C:17]1[CH:16]=[CH:15][C:14]([CH:11]2[CH2:12][CH2:13][NH:8][CH2:9][CH:10]2[O:34][CH2:35][C:36]2[CH:45]=[C:44]3[C:39]([CH2:40][CH2:41][CH2:42][N:43]3[CH2:46][CH2:47][CH2:48][NH:49][CH3:50])=[CH:38][CH:37]=2)=[CH:19][CH:18]=1 |f:1.2|. Reported procedure: In analogy to the procedure described in example 4(b), the (3RS,4RS)-4-[4-[3-(2-methoxy-benzyloxy)-propoxy]-phenyl]-3-[1-(3-methylamino-propyl)-1,2,3,4-tetrahydro-quinolin-7-ylmethoxy]-piperidine-1-carboxylic acid tert-butyl ester was deprotected with HCl/methanol to yield the (3RS,4RS)-[3-[7-[4-[4-[3-(2-methoxy-benzyloxy)-propoxyl]-phenyl]-piperidin-3-yloxymethyl]-3,4-dihydro-2H-quinolin-1-yl]-propyl]-methyl-amine as a light yellow oil; MS: 588 (M+H)+. Reactants: [C@H]1(CCC2=CC=CC=C12)NC1=NC=2C=CC=C(C2C=C1)N ((R)—N2-Indan-1-yl-quinoline-2,5-diamine), FC1=CC=C(C=C1)NS(=O)(=O)Cl (4-fluoro-phenylsulfamoyl chloride). Run in N1=CC=CC=C1 (pyridine). Conditions: temperature 45 celsius, time 2 day. The product is [C@H]1(CCC2=CC=CC=C12)NC1=NC2=CC=CC(=C2C=C1)NS(=O)(=O)NC1=CC=C(C=C1)F (N-{2-[(1R)-2,3-dihydro-1H-inden-1-ylamino]quinolin-5-yl}-N′-(4-fluorophenyl)sulfamide), solid. The yield is 13.0%. As a reaction SMILES: [C@H:1]1([NH:10][C:11]2[CH:20]=[CH:19][C:18]3[C:17]([NH2:21])=[CH:16][CH:15]=[CH:14][C:13]=3[N:12]=2)[C:9]2[C:4](=[CH:5][CH:6]=[CH:7][CH:8]=2)[CH2:3][CH2:2]1.[F:22][C:23]1[CH:28]=[CH:27][C:26]([NH:29][S:30](Cl)(=[O:32])=[O:31])=[CH:25][CH:24]=1>N1C=CC=CC=1>[C@H:1]1([NH:10][C:11]2[CH:20]=[CH:19][C:18]3[C:13](=[CH:14][CH:15]=[CH:16][C:17]=3[NH:21][S:30]([NH:29][C:26]3[CH:25]=[CH:24][C:23]([F:22])=[CH:28][CH:27]=3)(=[O:31])=[O:32])[N:12]=2)[C:9]2[C:4](=[CH:5][CH:6]=[CH:7][CH:8]=2)[CH2:3][CH2:2]1. Procedure: (R)—N2-Indan-1-yl-quinoline-2,5-diamine (example 43, step A+B, 200 mg, 0.727 mmol) was dissolved in 3 mL pyridine and 4-fluoro-phenylsulfamoyl chloride (298 mg, 1.42 mmol) was added. The reaction mixture was stirred at 45° C. for 2 days and quenched by addition of 50 mL water. The mixture was extracted three times with ethyl acetate (50 mL each). The organic phases ware pooled, dried with sodium sulfate, filtered and evaporated. The residue was purified by flash chromatography on silica gel (hep... The reactants are ClC1=C(C(=NC2=CC=C(C=C12)C(O)C=1C(=NC(=CC1)C)C)OC)CC1=CC=C(C=C1)C(F)(F)F ((4-Chloro-2-methoxy-3-(4-(trifluoromethyl)benzyl)quinolin-6-yl)(2,6-dimethylpyridin-3-yl)methanol), ClC1=C(C(=NC2=CC=C(C=C12)C(O)C=1C(=NC(=CC1)C)C)OC)CC1=CC=C(C=C1)C(F)(F)F ((4-Chloro-2-methoxy-3-(4-(trifluoromethyl)benzyl)quinolin-6-yl)(2,6-dimethylpyridin-3-yl)methanol), CC=1SC(=C(N1)C)C(=O)C1=CN=NN1C ((2,4-dimethylthiazol-5-yl)(1-methyl-1H-1,2,3-triazol-5-yl)methanone), CC=1SC(=C(N1)C)C(=O)C1=CN=NN1C ((2,4-dimethylthiazol-5-yl)(1-methyl-1H-1,2,3-triazol-5-yl)methanone), C(CCC)[Li] (n-butyllithium). Solvent: C1CCOC1 (THF). Conditions: temperature -70 celsius, time 1 minute. The product is ClC1=C(C(=NC2=CC=C(C=C12)C(O)(C1=CN=NN1C)C1=C(N=C(S1)C)C)OC)CC1=CC=C(C=C1)C(F)(F)F ((4-Chloro-2-methoxy-3-(4-(trifluoromethyl)benzyl)quinolin-6-yl)(2,4-dimethylthiazol-5-yl)(1-methyl-1H-1,2,3-triazol-5-yl)methanol). RXN SMILES: [Cl:1][C:2]1[C:11]2[C:6](=[CH:7][CH:8]=[C:9](C(C3C(C)=NC(C)=CC=3)O)[CH:10]=2)[N:5]=[C:4]([O:22][CH3:23])[C:3]=1[CH2:24][C:25]1[CH:30]=[CH:29][C:28]([C:31]([F:34])([F:33])[F:32])=[CH:27][CH:26]=1.C([Li])CCC.[CH3:40][C:41]1[S:42][C:43]([C:47]([C:49]2[N:53]([CH3:54])[N:52]=[N:51][CH:50]=2)=[O:48])=[C:44]([CH3:46])[N:45]=1>C1COCC1>[Cl:1][C:2]1[C:11]2[C:6](=[CH:7][CH:8]=[C:9]([C:47]([C:43]3[S:42][C:41]([CH3:40])=[N:45][C:44]=3[CH3:46])([C:49]3[N:53]([CH3:54])[N:52]=[N:51][CH:50]=3)[OH:48])[CH:10]=2)[N:5]=[C:4]([O:22][CH3:23])[C:3]=1[CH2:24][C:25]1[CH:30]=[CH:29][C:28]([C:31]([F:34])([F:32])[F:33])=[CH:27][CH:26]=1. Procedure: To a flask containing 6-bromo-4-chloro-2-methoxy-3-(4-(trifluoromethyl)benzyl)quinoline (500 mg, 116 mmol, Intermediate 12: step d) was added THF (15 mL) at room temperature which resulted in a colorless homogeneous mixture. The solution was cooled to −70° C. (the solution remained homogeneous) and then n-butyllithium (2.5 M in hexanes, 0.45 mL, 1.13 mmol) was added dropwise. The color of the solution became a dark brown. After 1 minute, (2,4-dimethylthiazol-5-yl)(1-methyl-1H-1,2,3-triazol-5-yl)... Starting materials: FC(C1=CC=C(S1)NC(OC(C)(C)C)=O)(F)F (tert-butyl 5-(trifluoromethyl)thiophen-2-ylcarbamate), [H-].[Na+] (NaH), FC(C(=O)O)(F)F (trifluoroacetic acid), CI (MeI). Solvent: CN(C)C=O (DMF), C(Cl)Cl (CH2Cl2). Run at temperature 0 celsius, time 30 minute. The product is CNC=1SC(=CC1)C(F)(F)F (N-Methyl-5-(trifluoromethyl)thiophen-2-amine). RXN SMILES: [F:1][C:2]([F:17])([F:16])[C:3]1[S:7][C:6]([NH:8][C:9](=O)OC(C)(C)C)=[CH:5][CH:4]=1.[H-].[Na+].CI.FC(F)(F)C(O)=O>CN(C=O)C.C(Cl)Cl>[CH3:9][NH:8][C:6]1[S:7][C:3]([C:2]([F:17])([F:1])[F:16])=[CH:4][CH:5]=1 |f:1.2|. Reported procedure: To tert-butyl 5-(trifluoromethyl)thiophen-2-ylcarbamate (0.40 g, 1.5 mmol) in DMF (9 mL) at 0° C. was added NaH (72 mg, 1.8 mmol, 60% dispersion in mineral oil) in one portion. After 40 minutes MeI (0.20 mL, 1.8 mmol) was added via syringe. After stirring for 30 minutes at 0° C., TLC of a quenched aliquot showed the reaction was complete. The reaction was quenched by pouring into a biphasic mixture of 1N HCl and EtOAc. The layers were separated, and the organic layer was washed 3× with H2O, 1× w... The reactants are ClC1=CC=C(C=C1)C1=NOC(=C1C(C)=O)C (1-[3-(4-chloro-phenyl)-5-methyl-isoxazol-4-yl]-ethanone), CC=1N=C(SC1C(C)=O)C=1SC=CC1 (1-(4-methyl-2-thiophen-2-yl-thiazol-5-yl)-ethanone), N (NH3). The product is ClC1=CC=C(C=C1)C1=NOC(=C1C1=NC2=CC=C(C=C2C=C1)CCN1[C@@H](CCC1)C)C (2-[3-(4-Chloro-phenyl)-5-methyl-isoxazol-4-yl]-6-[2-((2R)-2-methyl-pyrrolidin-1-yl)-ethyl]-quinoline). As a reaction SMILES: [Cl:1][C:2]1[CH:7]=[CH:6][C:5]([C:8]2[C:12]([C:13](=O)[CH3:14])=[C:11]([CH3:16])[O:10][N:9]=2)=[CH:4][CH:3]=1.[CH3:17][C:18]1[N:19]=[C:20]([C:26]2S[CH:28]=[CH:29][CH:30]=2)S[C:22]=1[C:23](=O)[CH3:24].[NH3:31]>>[Cl:1][C:2]1[CH:7]=[CH:6][C:5]([C:8]2[C:12]([C:13]3[CH:14]=[CH:8][C:5]4[C:4](=[CH:28][CH:29]=[C:30]([CH2:26][CH2:20][N:19]5[CH2:24][CH2:23][CH2:22][C@H:18]5[CH3:17])[CH:6]=4)[N:31]=3)=[C:11]([CH3:16])[O:10][N:9]=2)=[CH:4][CH:3]=1. Procedure: The title compound was prepared using the procedure described in Example 1G-substituting 1-[3-(4-chloro-phenyl)-5-methyl-isoxazol-4-yl]-ethanone (CAS # 169814-48-6, Maybridge Chemical Company Ltd., catalog number SPB 04957) for 1-(4-methyl-2-thiophen-2-yl-thiazol-5-yl)-ethanone. 1H NMR (300 MHz, CDCl3) δ 1.14 (d, J=5.76 Hz, 3H), 1.47 (m, 1H), 1.78 (m, 2H), 1.96 (m, 1H), 2.25 (q, J=8.70 Hz, 1H), 2.40 (m, 2H), 2.68 (s, 3H), 3.03 (m, 2H), 3.15 (m, 1H), 3.30 (td, J=8.39, 2.54 Hz, 1H), 7.08 (d, J=8.4...